From a dataset of the Open Reaction Database (ORD), a public repository of structured organic reaction records. describe an organic reaction: reactants, conditions, products, and yield Starting materials: CC1=C(C=CC=C1)C(C)=O (2′-methylacetophenone), C(NN)(=O)OCC (ethyl carbazate), O.C1(=CC=C(C=C1)S(=O)(=O)O)C (p-toluenesulfonic acid monohydrate). Run in C1(=CC=CC=C1)C (toluene). Yields the product C(C)OC(=O)NN=C(C)C1=C(C=CC=C1)C (N′-(1-o-tolyl-ethylidene)-hydrazinecarboxylic acid ethyl ester). Reaction SMILES: [CH3:1][C:2]1[CH:7]=[CH:6][CH:5]=[CH:4][C:3]=1[C:8](=O)[CH3:9].[C:11]([O:15][CH2:16][CH3:17])(=[O:14])[NH:12][NH2:13].O.C1(C)C=CC(S(O)(=O)=O)=CC=1>C1(C)C=CC=CC=1>[CH2:16]([O:15][C:11]([NH:12][N:13]=[C:8]([C:3]1[CH:4]=[CH:5][CH:6]=[CH:7][C:2]=1[CH3:1])[CH3:9])=[O:14])[CH3:17] |f:2.3|. Procedure: A solution of 2′-methylacetophenone (0.98 ml, 7.4 mmol), ethyl carbazate (0.81 g, 7.8 mmol) and p-toluenesulfonic acid monohydrate (70 mg, 0.37 mmol) in toluene (30 ml) was heated at reflux temperature with a Dean-Stark apparatus for 2 h. Solvent evaporation and flash chromatography (silica gel, hexane-ethyl acetate, 80:20) gave N′-(1-o-tolyl-ethylidene)-hydrazinecarboxylic acid ethyl ester; 1H NMR (CDCl3, 400 MHz) δ7.72 (bs, 1H), 7.21 (m, 4H), 4.31 (q, 2H, J=7.1 Hz), 2.37 (s, 3H), 2.17 (s, 3H),... Reactants: ClCC1=C(OCC=2N=C(OC2C)C2=CC=CC=C2)C=CC=C1 (4-(2-chloromethylphenoxymethyl)-5-methyl-2-phenyloxazole), C(C)OC1=C(C=C(C=C1)O)CCC(=O)OCC (ethyl 3-(2-ethoxy-5-hydroxyphenyl)propionate), C([O-])([O-])=O.[K+].[K+] (potassium carbonate), CN(C=O)C (N,N-dimethylformamide). Run in O (water). Conditions: temperature 80 celsius, time 5 hour. Product: C(C)OC1=C(C=C(C=C1)OCC1=C(C=CC=C1)OCC=1N=C(OC1C)C1=CC=CC=C1)CCC(=O)O (3-[2-ethoxy-5-[2-[(5-methyl-2-phenyl-4-oxazolyl)methoxy]benzyloxy]phenyl]propionic acid). Yield: 94.6%. Reaction SMILES: Cl[CH2:2][C:3]1[CH:22]=[CH:21][CH:20]=[CH:19][C:4]=1[O:5][CH2:6][C:7]1[N:8]=[C:9]([C:13]2[CH:18]=[CH:17][CH:16]=[CH:15][CH:14]=2)[O:10][C:11]=1[CH3:12].[CH2:23]([O:25][C:26]1[CH:31]=[CH:30][C:29]([OH:32])=[CH:28][C:27]=1[CH2:33][CH2:34][C:35]([O:37]CC)=[O:36])[CH3:24].C(=O)([O-])[O-].[K+].[K+].CN(C)C=O>O>[CH2:23]([O:25][C:26]1[CH:31]=[CH:30][C:29]([O:32][CH2:2][C:3]2[CH:22]=[CH:21][CH:20]=[CH:19][C:4]=2[O:5][CH2:6][C:7]2[N:8]=[C:9]([C:13]3[CH:18]=[CH:17][CH:16]=[CH:15][CH:14]=3)[O:10][C:11]=2[CH3:12])=[CH:28][C:27]=1[CH2:33][CH2:34][C:35]([OH:37])=[O:36])[CH3:24] |f:2.3.4|. Reported procedure: A mixture of 4-(2-chloromethylphenoxymethyl)-5-methyl-2-phenyloxazole (0.65 g), ethyl 3-(2-ethoxy-5-hydroxyphenyl)propionate (0.46 g), anhydrous potassium carbonate (0.30 g) and N,N-dimethylformamide (10 mL) was stirred at 80° C. for 5 hrs. The reaction mixture was poured into water and extracted with ethyl acetate. The organic layer was washed successively with dilute hydrochloric acid and saturated brine, dried over anhydrous magnesium sulfate and concentrated. The obtained residue was subject... Starting materials: [Si](C)(C)(C(C)(C)C)OC=1C=C(C=CC1)C1(SC(=NN1)C1=C(C=CC(=C1)F)F)CCCNC(OC(C)(C)C)=O (Tert-butyl 3-(2-(3-(tert-butyldimethylsilyloxy)phenyl)-5-(2,5-difluorophenyl)-2,3-dihydro-1,3,4-thiadiazol-2-yl)propylcarbamate), C(=S)(N1C=NC=C1)N1C=NC=C1 (thiocarbonyldiimidazole), NN (hydrazine). The solvent is C1CCOC1 (THF). Run at time 4 hour. The product is [Si](C)(C)(C(C)(C)C)OC=1C=C(C=CC1)C1(SC(=NN1C(=S)NN)C1=C(C=CC(=C1)F)F)CCCNC(OC(C)(C)C)=O (tert-butyl 3-(2-(3-(tert-butyldimethylsilyloxy)phenyl)-5-(2,5-difluorophenyl)-3-(hydrazinecarbonothioyl)-2,3-dihydro-1,3,4-thiadiazol-2-yl)propylcarbamate). RXN SMILES: [Si:1]([O:8][C:9]1[CH:10]=[C:11]([C:15]2([CH2:28][CH2:29][CH2:30][NH:31][C:32](=[O:38])[O:33][C:34]([CH3:37])([CH3:36])[CH3:35])[NH:19][N:18]=[C:17]([C:20]3[CH:25]=[C:24]([F:26])[CH:23]=[CH:22][C:21]=3[F:27])[S:16]2)[CH:12]=[CH:13][CH:14]=1)([C:4]([CH3:7])([CH3:6])[CH3:5])([CH3:3])[CH3:2].[C:39]([N:46]1C=CN=C1)(N1C=CN=C1)=[S:40].[NH2:51]N>C1COCC1>[Si:1]([O:8][C:9]1[CH:10]=[C:11]([C:15]2([CH2:28][CH2:29][CH2:30][NH:31][C:32](=[O:38])[O:33][C:34]([CH3:37])([CH3:36])[CH3:35])[N:19]([C:39]([NH:46][NH2:51])=[S:40])[N:18]=[C:17]([C:20]3[CH:25]=[C:24]([F:26])[CH:23]=[CH:22][C:21]=3[F:27])[S:16]2)[CH:12]=[CH:13][CH:14]=1)([C:4]([CH3:6])([CH3:7])[CH3:5])([CH3:3])[CH3:2]. Procedure details: Tert-butyl 3-(2-(3-(tert-butyldimethylsilyloxy)phenyl)-5-(2,5-difluorophenyl)-2,3-dihydro-1,3,4-thiadiazol-2-yl)propylcarbamate (0.845 g, 1.50 mmol) was weighed into a 25 mL flask and suspended in 10 mL of anhydrous THF, followed by addition of thiocarbonyldiimidazole (0.294 g, 1.65 mmol). The reaction mixture was then heated to reflux for 3 hours. The reaction was cooled to room temperature, and then hydrazine (0.235 mL 7.50 mmol) was added and the reaction mixture was stirred for 4 hours at ro... The reactants are Cc1cn(C2OC(COS(C)(=O)=O)(COS(C)(=O)=O)C(OCc3ccccc3)C2O)c(=O)[nH]c1=O, CS(=O)(=O)Cl, ClCCl, c1ccncc1. The product is Cc1cn(C2OC(COS(C)(=O)=O)(COS(C)(=O)=O)C(OCc3ccccc3)C2OS(C)(=O)=O)c(=O)[nH]c1=O. Reaction SMILES: [CH2:1]([c:2]1[cH:3][cH:4][cH:5][cH:6][cH:7]1)[O:8][CH:9]1[CH:10]([OH:35])[CH:11]([n:26]2[c:27](=[O:28])[nH:29][c:30](=[O:31])[c:32]([CH3:33])[cH:34]2)[O:12][C:13]1([CH2:14][O:15][S:16](=[O:17])(=[O:18])[CH3:19])[CH2:20][O:21][S:22](=[O:23])(=[O:24])[CH3:25].[CH3:36][S:37]([Cl:38])(=[O:39])=[O:40].[Cl:41][CH2:42][Cl:43].[cH:44]1[cH:45][cH:46][n:47][cH:48][cH:49]1>>[CH2:1]([c:2]1[cH:3][cH:4][cH:5][cH:6][cH:7]1)[O:8][CH:9]1[CH:10]([O:35][S:37]([CH3:36])(=[O:39])=[O:40])[CH:11]([n:26]2[c:27](=[O:28])[nH:29][c:30](=[O:31])[c:32]([CH3:33])[cH:34]2)[O:12][C:13]1([CH2:14][O:15][S:16](=[O:17])(=[O:18])[CH3:19])[CH2:20][O:21][S:22](=[O:23])(=[O:24])[CH3:25]. Reactants: CCOC(=O)CCCCCBr, c1ccc2c3c([nH]c2c1)CCCC3, CC(C)(C)[O-], CS(C)=O, [K+]. Yields the product CCOC(=O)CCCCCn1c2c(c3ccccc31)CCCC2. RXN SMILES: [Br:20][CH2:21][CH2:22][CH2:23][CH2:24][CH2:25][C:26](=[O:27])[O:28][CH2:29][CH3:30].[CH2:1]1[CH2:2][CH2:3][CH2:4][c:5]2[c:6]3[cH:7][cH:8][cH:9][cH:10][c:11]3[nH:12][c:13]21.[CH3:14][C:15]([CH3:16])([O-:17])[CH3:18].[CH3:31][S:32]([CH3:33])=[O:34].[K+:19]>>[CH2:1]1[CH2:2][CH2:3][CH2:4][c:5]2[c:6]3[cH:7][cH:8][cH:9][cH:10][c:11]3[n:12]([CH2:21][CH2:22][CH2:23][CH2:24][CH2:25][C:26](=[O:27])[O:28][CH2:29][CH3:30])[c:13]21.